From a dataset of the Open Reaction Database (ORD), a public repository of structured organic reaction records. describe an organic reaction: reactants, conditions, products, and yield The reactants are C[O-], ClCc1ccccc1, [Na+], COc1ccc(CONS(C)(=O)=O)cc1. Product: COc1ccc(CON(Cc2ccccc2)S(C)(=O)=O)cc1. As a reaction SMILES: [CH3:24][O-:25].[Cl:16][CH2:17][c:18]1[cH:19][cH:20][cH:21][cH:22][cH:23]1.[Na+:26].[S:1](=[O:2])(=[O:3])([CH3:4])[NH:5][O:6][CH2:7][c:8]1[cH:9][cH:10][c:11]([O:14][CH3:15])[cH:12][cH:13]1>>[S:1](=[O:2])(=[O:3])([CH3:4])[N:5]([O:6][CH2:7][c:8]1[cH:9][cH:10][c:11]([O:14][CH3:15])[cH:12][cH:13]1)[CH2:17][c:18]1[cH:19][cH:20][cH:21][cH:22][cH:23]1.